Dataset: the Open Reaction Database (ORD), a public repository of structured organic reaction records. Task: describe an organic reaction: reactants, conditions, products, and yield Starting materials: O=[N+]([O-])c1ccc(Br)c(C(F)(F)F)c1, O=C([O-])[O-], CC(=O)[O-], CC(=O)[O-], C1COCCO1, [Cl-], [Cs+], [Cs+], I[Cu]I, [NH4+], C#CCCO, [Pd+2]. The product is O=[N+]([O-])c1ccc(C#CCCO)c(C(F)(F)F)c1. As a reaction SMILES: [Br:1][c:2]1[c:3]([C:11]([F:12])([F:13])[F:14])[cH:4][c:5]([N+:8](=[O:9])[O-:10])[cH:6][cH:7]1.[C:20](=[O:21])([O-:22])[O-:23].[C:37]([O-:38])(=[O:39])[CH3:40].[C:42]([O-:43])(=[O:44])[CH3:45].[CH2:28]1[O:29][CH2:30][CH2:31][O:32][CH2:33]1.[Cl-:26].[Cs+:24].[Cs+:25].[Cu:34]([I:35])[I:36].[NH4+:27].[OH:15][CH2:16][CH2:17][C:18]#[CH:19].[Pd+2:41]>>[c:2]1([C:19]#[C:18][CH2:17][CH2:16][OH:15])[c:3]([C:11]([F:12])([F:13])[F:14])[cH:4][c:5]([N+:8](=[O:9])[O-:10])[cH:6][cH:7]1. The yield is 84.1%. Reported procedure: To a stirring solution of 4-[4-tert-butyl-2-(1-Boc-piperidin-4-yloxy)benzoylamino]pyridine-3-carboxylic acid (0.15 g, 0.30 mmol) in DMF (5 mL) was added 1-[3-(dimethyl-amino)propyl]-3-ethylcarbodiimide hydrochloride (0.077 g, 0.39 mmol). After stirring overnight, the solvent was removed in vacuo and the residue was dissolved in ethyl acetate and washed twice with ice water/brine. The combined aq phase was back extracted with ethyl acetate and the combined organic phase was dried with MgSO4, filt... Yields the product C(C)(C)(C)C1=CC(=C(C=C1)C=1OC(C2=C(N1)C=CN=C2)=O)OC2CCN(CC2)C(=O)OC(C)(C)C (2-[4-tert-Butyl-2-(1-Boc-piperidin-4-yloxy)phenyl]-4H-pyrido[4,3-d][1,3]oxazin-4-one). As a reaction SMILES: [C:1]([C:5]1[CH:22]=[CH:21][C:8]([C:9]([NH:11][C:12]2[CH:17]=[CH:16][N:15]=[CH:14][C:13]=2[C:18](O)=[O:19])=[O:10])=[C:7]([O:23][CH:24]2[CH2:29][CH2:28][N:27]([C:30]([O:32][C:33]([CH3:36])([CH3:35])[CH3:34])=[O:31])[CH2:26][CH2:25]2)[CH:6]=1)([CH3:4])([CH3:3])[CH3:2].Cl.CN(C)CCCN=C=NCC>CN(C=O)C>[C:1]([C:5]1[CH:22]=[CH:21][C:8]([C:9]2[O:10][C:18](=[O:19])[C:13]3[CH:14]=[N:15][CH:16]=[CH:17][C:12]=3[N:11]=2)=[C:7]([O:23][CH:24]2[CH2:29][CH2:28][N:27]([C:30]([O:32][C:33]([CH3:35])([CH3:34])[CH3:36])=[O:31])[CH2:26][CH2:25]2)[CH:6]=1)([CH3:3])([CH3:4])[CH3:2] |f:1.2|. Conditions: time 8 hour. The solvent is CN(C)C=O (DMF). The reactants are C(C)(C)(C)C1=CC(=C(C(=O)NC2=C(C=NC=C2)C(=O)O)C=C1)OC1CCN(CC1)C(=O)OC(C)(C)C (4-[4-tert-butyl-2-(1-Boc-piperidin-4-yloxy)benzoylamino]pyridine-3-carboxylic acid), Cl.CN(CCCN=C=NCC)C (1-[3-(dimethyl-amino)propyl]-3-ethylcarbodiimide hydrochloride).